This data is from the Open Reaction Database (ORD), a public repository of structured organic reaction records. The task is: describe an organic reaction: reactants, conditions, products, and yield Starting materials: N[C@H](C(NCCOCCOCCOCCC(=O)OC(C)(C)C)=O)CSC[C@@H](COC(NCCCCCCCCCC)=O)OC(NCCCCCCCCCC)=O ((15R,19R)-tert-butyl 15-amino-19-(decylcarbamoyloxy)-14,22-dioxo-4,7,10,21-tetraoxa-17-thia-13,23-diazatritriacontan-1-oate). Solvent: C(=O)(C(F)(F)F)O (TFA), C(Cl)Cl (DCM), C(Cl)Cl (DCM). Product: N[C@H](C(NCCOCCOCCOCCC(=O)O)=O)CSC[C@@H](COC(NCCCCCCCCCC)=O)OC(NCCCCCCCCCC)=O ((15R,19R)-15-amino-19-(decylcarbamoyloxy)-14,22-dioxo-4,7,10,21-tetraoxa-17-thia-13,23-diazatritriacontan-1-oic acid). As a reaction SMILES: [NH2:1][C@@H:2]([CH2:24][S:25][CH2:26][C@H:27]([O:43][C:44](=[O:56])[NH:45][CH2:46][CH2:47][CH2:48][CH2:49][CH2:50][CH2:51][CH2:52][CH2:53][CH2:54][CH3:55])[CH2:28][O:29][C:30](=[O:42])[NH:31][CH2:32][CH2:33][CH2:34][CH2:35][CH2:36][CH2:37][CH2:38][CH2:39][CH2:40][CH3:41])[C:3](=[O:23])[NH:4][CH2:5][CH2:6][O:7][CH2:8][CH2:9][O:10][CH2:11][CH2:12][O:13][CH2:14][CH2:15][C:16]([O:18]C(C)(C)C)=[O:17]>C(O)(C(F)(F)F)=O.C(Cl)Cl>[NH2:1][C@@H:2]([CH2:24][S:25][CH2:26][C@H:27]([O:43][C:44](=[O:56])[NH:45][CH2:46][CH2:47][CH2:48][CH2:49][CH2:50][CH2:51][CH2:52][CH2:53][CH2:54][CH3:55])[CH2:28][O:29][C:30](=[O:42])[NH:31][CH2:32][CH2:33][CH2:34][CH2:35][CH2:36][CH2:37][CH2:38][CH2:39][CH2:40][CH3:41])[C:3](=[O:23])[NH:4][CH2:5][CH2:6][O:7][CH2:8][CH2:9][O:10][CH2:11][CH2:12][O:13][CH2:14][CH2:15][C:16]([OH:18])=[O:17]. Reported procedure: A solution of (15R,19R)-tert-butyl 15-amino-19-(decylcarbamoyloxy)-14,22-dioxo-4,7,10,21-tetraoxa-17-thia-13,23-diazatritriacontan-1-oate in 30% TFA in DCM (0.3 M) was stirred at room temperature until complete deprotection of the tert-butyl group (4 hours). The reaction was diluted with DCM and concentrated with a stream of nitrogen then purified by flash chromatography on a COMBIFLASH® system (ISCO) using a gradient of 0-10% MeOH/DCM with 0.5% AcOH to afford (15R,19R)-15-amino-19-(decylcarbamo... The reactants are C(C)(C)(C)OC(=O)N1[C@@H](CCC1)C(=O)O ((S)-1-(tert-butoxycarbonyl)pyrrolidine-2-carboxylic acid), FC(C=1C=C(C=CC1)S(=O)(=O)N1C[C@@H]2[C@H](C1)[C@H](CC2)N)(F)F ((3aR,4S,6aS)-2-(3-(trifluoromethyl)phenylsulfonyl)octahydrocyclopenta[c]pyrrol-4-amine), FC(C=1C=C(C=CC1)S(=O)(=O)N1C[C@H]2[C@@H](C1)[C@@H](CC2)N)(F)F ((3aS,4R,6aR)-2-(3-(trifluoromethyl)phenylsulfonyl)octahydrocyclopenta[c]pyrrol-4-amine). Product: CN(C(OC(C)(C)C)=O)[C@H](C(N[C@H]1CC[C@@H]2CN(C[C@@H]21)S(=O)(=O)C2=CC(=CC=C2)C(F)(F)F)=O)CCC (tert-butyl methyl((S)-1-oxo-1-((3aR,4S,6aS)-2-(3-(trifluoromethyl)phenylsulfonyl)octahydrocyclopenta[c]pyrrol-4-ylamino)pentan-2-yl)carbamate). Reaction SMILES: [C:1]([O:5][C:6]([N:8]1[CH2:12][CH2:11][CH2:10][C@H:9]1[C:13]([OH:15])=O)=[O:7])([CH3:4])([CH3:3])[CH3:2].[F:16][C:17]([F:37])([F:36])[C:18]1[CH:19]=[C:20]([S:24]([N:27]2[CH2:31][C@@H:30]3[C@@H:32]([NH2:35])[CH2:33][CH2:34][C@@H:29]3[CH2:28]2)(=[O:26])=[O:25])[CH:21]=[CH:22][CH:23]=1.F[C:39](F)(F)C1C=C(S(N2C[C@H]3[C@H](N)CC[C@H]3C2)(=O)=O)C=CC=1>>[CH3:12][N:8]([C@@H:9]([CH2:10][CH2:11][CH3:39])[C:13](=[O:15])[NH:35][C@@H:32]1[C@@H:30]2[C@@H:29]([CH2:28][N:27]([S:24]([C:20]3[CH:21]=[CH:22][CH:23]=[C:18]([C:17]([F:16])([F:36])[F:37])[CH:19]=3)(=[O:25])=[O:26])[CH2:31]2)[CH2:34][CH2:33]1)[C:6](=[O:7])[O:5][C:1]([CH3:2])([CH3:3])[CH3:4]. Procedure: The title compound was prepared by substituting N-(tert-butoxycarbonyl)-N-methyl-L-norvaline for (S)-1-(tert-butoxycarbonyl)pyrrolidine-2-carboxylic acid and (3aR,4S,6aS)-2-(3-(trifluoromethyl)phenylsulfonyl)octahydrocyclopenta[c]pyrrol-4-amine from Step D of Example 252 for (3aS,4R,6aR)-2-(3-(trifluoromethyl)phenylsulfonyl)octahydrocyclopenta[c]pyrrol-4-amine in the procedure described in Example 266: 1H NMR (500 MHz, pyridine-d5, temperature 90° C.) δ ppm 8.30-8.31 (bs, 1H), 8.14 (d, J=7.9 Hz,... Yields the product FC1=CC=C2C(=N1)OC1=CC=C(C=C1C21N=C(OC1)N)C=1C(=NC=CC1)F (2-fluoro-7-(2-fluoropyridin-3-yl)-5′H-spiro[chromeno[2,3-b]pyridine-5,4′-oxazol]-2′-amine). Reactants: O1CCOCC1 (dioxane), BrC=1C=C2C(=CC1)OC1=NC(=CC=C1C21N=C(OC1)N)F (7-bromo-2-fluoro-5′H-spiro[chromeno[2,3-b]pyridine-5,4′-oxazol]-2′-amine), FC1=NC=CC=C1B(O)O (2-fluoro-3-pyridineboronic acid), P(=O)([O-])([O-])[O-].[K+].[K+].[K+] (potassium phosphate). The reagents and catalysts are CC(C)(C)P(C1=CC=C(C=C1)N(C)C)C(C)(C)C.CC(C)(C)P(C1=CC=C(C=C1)N(C)C)C(C)(C)C.Cl[Pd]Cl (bis-(di-tert-butyl(4-dimethylaminophenyl)phosphine)dichloropalladium(ii)). Procedure: A mixture of 7-bromo-2-fluoro-5′H-spiro[chromeno[2,3-b]pyridine-5,4′-oxazol]-2′-amine (26.0 mg, 0.074 mmol), 2-fluoro-3-pyridineboronic acid (16.74 mg, 0.119 mmol), bis-(di-tert-butyl(4-dimethylaminophenyl)phosphine)dichloropalladium(ii) (2.103 mg, 2.97 μmol) and potassium phosphate (47.3 mg, 0.223 mmol) in a 2:1 mixture of dioxane and water (1.5 ml) was heated at 110° C. in the microwave for 20 minutes. The reaction mixture was subjected to purification by silica gel chromatography (SiO2, CH2Cl... Solvent: O (water). Reaction conditions: temperature 110 celsius. Reaction SMILES: Br[C:2]1[CH:3]=[C:4]2[C:15]3([CH2:19][O:18][C:17]([NH2:20])=[N:16]3)[C:14]3[C:9](=[N:10][C:11]([F:21])=[CH:12][CH:13]=3)[O:8][C:5]2=[CH:6][CH:7]=1.[F:22][C:23]1[C:28](B(O)O)=[CH:27][CH:26]=[CH:25][N:24]=1.P([O-])([O-])([O-])=O.[K+].[K+].[K+].O1CCOCC1>CC(P(C(C)(C)C)C1C=CC(N(C)C)=CC=1)(C)C.CC(P(C(C)(C)C)C1C=CC(N(C)C)=CC=1)(C)C.Cl[Pd]Cl.O>[F:21][C:11]1[N:10]=[C:9]2[O:8][C:5]3[C:4]([C:15]4([CH2:19][O:18][C:17]([NH2:20])=[N:16]4)[C:14]2=[CH:13][CH:12]=1)=[CH:3][C:2]([C:28]1[C:23]([F:22])=[N:24][CH:25]=[CH:26][CH:27]=1)=[CH:7][CH:6]=3 |f:2.3.4.5,7.8.9|.